describe an organic reaction: reactants, conditions, products, and yield From a dataset of the Open Reaction Database (ORD), a public repository of structured organic reaction records. The reactants are FC(C(=O)NCC(=O)O)(F)F (N-trifluoroacetylglycine), C1(=CC=CC=C1)/C(/CO)=C\C ((E)-2-phenyl-2-buten-1-ol), C1(CCCCC1)N=C=NC1CCCCC1 (dicyclohexylcarbodiimide). Reagents/catalysts: CN(C1=CC=NC=C1)C (4-dimethylaminopyridine). Solvent: C(Cl)Cl (DCM), C(Cl)Cl (DCM). Run at time 18 hour. Product: FC(C(=O)NCC(=O)OC\C(=C\C)\C1=CC=CC=C1)(F)F ((E)-2-Phenylbut-2-enyl 2-(2,2,2-Trifluoroacetamido)acetate). Isolated yield 86.9%. As a reaction SMILES: [F:1][C:2]([F:11])([F:10])[C:3]([NH:5][CH2:6][C:7]([OH:9])=[O:8])=[O:4].[C:12]1(/[C:18](=[CH:21]\[CH3:22])/[CH2:19]O)[CH:17]=[CH:16][CH:15]=[CH:14][CH:13]=1.C1(N=C=NC2CCCCC2)CCCCC1>C(Cl)Cl.CN(C)C1C=CN=CC=1>[F:1][C:2]([F:10])([F:11])[C:3]([NH:5][CH2:6][C:7]([O:9][CH2:19]/[C:18](/[C:12]1[CH:17]=[CH:16][CH:15]=[CH:14][CH:13]=1)=[CH:21]/[CH3:22])=[O:8])=[O:4]. Procedure details: To a suspension of N-trifluoroacetylglycine (11, 3.68 g, 21.50 mmol) and (E)-2-phenyl-2-buten-1-ol (12, 2.68 g, 19.32 mmol) in DCM (60 mL) at −40° C. under N2 was added via cannula a solution of dicyclohexylcarbodiimide (4.43 g, 21.50 mmol) and 4-dimethylaminopyridine (0.269 g, 2.15 mmol) in DCM (60 mL). The solution was stirred at ambient temperature for 18 h and filtered, and the precipitate was washed with DCM (2×40 mL). The combined filtrate and washing was washed with 10% citric acid (2×25 ... Reaction SMILES: [CH2:1]([O:8][C:9]1[CH:10]=[C:11]([CH:24]=[CH:25][C:26]=1[O:27][CH2:28][C:29]1[CH:34]=[CH:33][CH:32]=[CH:31][CH:30]=1)[C:12]1[O:13][C:14]2[C:19]([C:20](=[O:22])[CH:21]=1)=[CH:18][CH:17]=[C:16]([OH:23])[CH:15]=2)[C:2]1[CH:7]=[CH:6][CH:5]=[CH:4][CH:3]=1.[Br:35][CH:36](Br)[CH3:37].C(=O)([O-])[O-].[K+].[K+].[K+].[Br-]>CN(C)C=O>[Br:35][CH2:36][CH2:37][O:23][C:16]1[CH:15]=[C:14]2[C:19]([C:20](=[O:22])[CH:21]=[C:12]([C:11]3[CH:24]=[CH:25][C:26]([O:27][CH2:28][C:29]4[CH:34]=[CH:33][CH:32]=[CH:31][CH:30]=4)=[C:9]([O:8][CH2:1][C:2]4[CH:3]=[CH:4][CH:5]=[CH:6][CH:7]=4)[CH:10]=3)[O:13]2)=[CH:18][CH:17]=1 |f:2.3.4,5.6|. Reported procedure: This compound (57) was prepared from 3′,4′-dibenzyloxy-7-hydroxy-flavone, 23 (2.3 g, 5.1 mmol), dibromo ethane (1.7 mL, 20.4 mmol) and potassium carbonate (3.5 g, 25.5 mmol) in dry dimethyl formamide (90 mL) using the identical procedure as described for 56. Yield 2.1 g (74%); mp 167-168° C.; MS (FAB) 557/559 (M++1); IR (KBr) 1626; 1H NMR (200 MHz, CDCl3) δ 8.12 (d, J=8.8 Hz, 1H), 7.50-7.32 (m, 12H), 7.01 (d, J=9.1 Hz, 1H), 6.92 (dd, J=8.9 Hz, 2.2 Hz, 1H), 6.91 (s, 1H), 6.60 (s, 1H), 5.24 (s, 4H... The product is BrCCOC1=CC=C2C(C=C(OC2=C1)C1=CC(=C(C=C1)OCC1=CC=CC=C1)OCC1=CC=CC=C1)=O (7-(2-Bromo-ethoxy)-3′,4′-dibenzyloxy-flavone). Solvent: CN(C=O)C (dimethyl formamide). The reactants are [K+].[Br-] (KBr), C(C1=CC=CC=C1)OC=1C=C(C=2OC3=CC(=CC=C3C(C2)=O)O)C=CC1OCC1=CC=CC=C1 (3′,4′-dibenzyloxy-7-hydroxy-flavone), C(C1=CC=CC=C1)OC=1C=C(C=2OC3=CC(=CC=C3C(C2)=O)O)C=CC1OCC1=CC=CC=C1 (3′,4′-Dibenzyloxy-7-hydroxy-flavone), BrC(C)Br (dibromo ethane), C([O-])([O-])=O.[K+].[K+] (potassium carbonate). The reactants are [Cl-].[NH4+] (ammonium chloride), S(=O)(=O)([O-])OOS(=O)(=O)[O-].[Na+].[Na+] (sodium persulfate), [Cl-].[NH4+] (ammonium chloride), solids, 75, C=CC=C (butadiene), Sulfole 120 mercaptan, 54, [OH-].[NH4+] (ammonium hydroxide), final mixture, polymer, C1CCC(C1)NC2=NN=C(C3=CC(=C(C=C32)Cl)Cl)C4=CC=NC=C4 (A-196), C(CN(CC(=O)[O-])CC(=O)[O-])N(CC(=O)[O-])CC(=O)[O-].[Na+].[Na+].[Na+].[Na+] (Versene 100), COC(C(=O)OC)NC(C=C)=O (methyl acryloamidoglycolate methyl ether), C(C(=C)CC(=O)O)(=O)O (itaconic acid), solution, C1CCC(C1)NC2=NN=C(C3=CC(=C(C=C32)Cl)Cl)C4=CC=NC=C4 (A-196), polystyrene, [Cl-].[NH4+] (ammonium chloride). The solvent is C=CC1=CC=CC=C1 (styrene), C=CC1=CC=CC=C1 (styrene), O (water). Conditions: temperature 150 fahrenheit. Product: C=CC=C.C=CC1=CC=CC=C1.C(C(=C)CC(=O)O)(=O)O (styrene-butadiene itaconic acid). Reaction SMILES: [C:1]([OH:9])(=[O:8])[C:2]([CH2:4][C:5]([OH:7])=[O:6])=[CH2:3].C1CC(NC2[C:25]3[C:20](=[CH:21][C:22](Cl)=[C:23](Cl)[CH:24]=3)[C:19]([C:28]3C=CN=CC=3)=NN=2)CC1.S(OOS([O-])(=O)=O)([O-])(=O)=O.[Na+].[Na+].C=CC=C.C(N(CC([O-])=O)CC([O-])=O)CN(CC([O-])=O)CC([O-])=O.[Na+].[Na+].[Na+].[Na+].COC(NC(=O)C=C)C(OC)=O.[OH-].[NH4+].[Cl-].[NH4+]>C=CC1C=CC=CC=1.O>[CH2:1]=[CH:2][CH:4]=[CH2:5].[CH2:28]=[CH:19][C:20]1[CH:25]=[CH:24][CH:23]=[CH:22][CH:21]=1.[C:1]([OH:9])(=[O:8])[C:2]([CH2:4][C:5]([OH:7])=[O:6])=[CH2:3] |f:2.3.4,6.7.8.9.10,12.13,14.15,18.19.20|. Reported procedure: A styrene-butadiene-itaconic acid copolymer latex was prepared by adding to a pressure reactor with constant stirring 35.5 parts water, 0.5 parts itaconic acid, 0.7 parts of a 10 percent solution of Aerosol A-196 surfactant and 0.5 parts of a polystyrene seed, 25 nm particle size. The mixture was heated to 150° F. and 0.3 parts sodium persulfate was added to initiate the reaction. Then 40 parts butadiene, 60 parts styrene, 1.0 part Sulfole 120 mercaptan, dissolved in styrene, an additional 1.5 p... Reactants: C(C)(C)(C)OC(=O)N(C)CC1=NC2=C(N1CC(=O)OCC)C=C(C(=C2)Cl)Cl (ethyl (2-{[(tert-butoxycarbonyl)(methyl)amino]methyl}-5,6-dichloro-1H-benzimidazol-1-yl)acetate), C1CCOC1 (THF), C[Mg]Br (methylmagnesium bromide). Run in O (water). Conditions: time 1 hour. The product is ClC1=CC2=C(N(C(=N2)CN(C(OC(C)(C)C)=O)C)CC(C)(C)O)C=C1Cl (tert-butyl {[5,6-dichloro-1-(2-hydroxy-2-methylpropyl)-1H-benzimidazol-2-yl]methyl}methylcarbamate). Reaction SMILES: [C:1]([O:5][C:6]([N:8]([CH2:10][C:11]1[N:15]([CH2:16]C(OCC)=O)[C:14]2[CH:22]=[C:23]([Cl:27])[C:24]([Cl:26])=[CH:25][C:13]=2[N:12]=1)[CH3:9])=[O:7])([CH3:4])([CH3:3])[CH3:2].[CH2:28]1[CH2:32][O:31]CC1.[CH3:33][Mg]Br>O>[Cl:26][C:24]1[C:23]([Cl:27])=[CH:22][C:14]2[N:15]([CH2:16][C:32]([OH:31])([CH3:28])[CH3:33])[C:11]([CH2:10][N:8]([CH3:9])[C:6](=[O:7])[O:5][C:1]([CH3:4])([CH3:2])[CH3:3])=[N:12][C:13]=2[CH:25]=1. Procedure details: To a mixture of ethyl (2-{[(tert-butoxycarbonyl)(methyl)amino]methyl}-5,6-dichloro-1H-benzimidazol-1-yl)acetate (390 mg) and THF (8 mL) was added dropwise methylmagnesium bromide (3 M THF solution, 0.94 mL) at room temperature, followed by stirring at room temperature for 1 hour. To the reaction mixture was added water, followed by extraction with EtOAc. The organic layer was washed with brine, dried over MgSO4, and then concentrated under reduced pressure. The residue was purified by silica gel... Starting materials: ClC=1N(C2=CC=CC=C2C1C=O)C1=CC=CC=C1 (2-Chloro-1-phenyl-1H-indole-3-carboxaldehyde), C(C)(C)(C)OC(=O)N1CCNCCC1 ([1,4]diazepane-1-carboxylic acid tert-butyl ester). Yields the product C(C)(C)(C)OC(=O)N1CCN(CCC1)C=1N(C2=CC=CC=C2C1C=O)C1=CC=CC=C1 (4-(3-formyl-1-phenyl-1H-indole-2-yl)-[1,4]diazepane-1-carboxylic acid tert-butyl ester). Isolated yield 87.0%. RXN SMILES: Cl[C:2]1[N:3]([C:13]2[CH:18]=[CH:17][CH:16]=[CH:15][CH:14]=2)[C:4]2[C:9]([C:10]=1[CH:11]=[O:12])=[CH:8][CH:7]=[CH:6][CH:5]=2.[C:19]([O:23][C:24]([N:26]1[CH2:32][CH2:31][CH2:30][NH:29][CH2:28][CH2:27]1)=[O:25])([CH3:22])([CH3:21])[CH3:20]>>[C:19]([O:23][C:24]([N:26]1[CH2:32][CH2:31][CH2:30][N:29]([C:2]2[N:3]([C:13]3[CH:18]=[CH:17][CH:16]=[CH:15][CH:14]=3)[C:4]3[C:9]([C:10]=2[CH:11]=[O:12])=[CH:8][CH:7]=[CH:6][CH:5]=3)[CH2:28][CH2:27]1)=[O:25])([CH3:22])([CH3:20])[CH3:21]. Procedure: 2-Chloro-1-phenyl-1H-indole-3-carboxaldehyde is reacted with [1,4]diazepane-1-carboxylic acid tert-butyl ester as described in Example 1 to afford 4-(3-formyl-1-phenyl-1H-indole-2-yl)-[1,4]diazepane-1-carboxylic acid tert-butyl ester (87% yield) as a yellow solid. LC/MS MS 420 (M+H); RT 3.55 min; NMR (CDCl3): 10.25 (1H, s), 8.27 (1 H, d), 7.46-7.66 (3H, m), 7.37 (2H, d), 7.22-7.30 (1H, t), 7.16(1 H, t), 6.96 (1 H, d), 3.25-3.45 (8H, m), 1.56 (2H, m), 1.44(9H, s). The reactants are CC(C)(C)[Si](C)(C)Cl, O=[N+]([O-])c1ccc(Oc2ccc(CCCO)cc2)nc1, CN(C)C=O, O, c1c[nH]cn1. Yields the product CC(C)(C)[Si](C)(C)OCCCc1ccc(Oc2ccc([N+](=O)[O-])cn2)cc1. RXN SMILES: [C:26]([CH3:27])([CH3:28])([CH3:29])[Si:30]([CH3:31])([CH3:32])[Cl:33].[N+:1](=[O:2])([O-:3])[c:4]1[cH:5][cH:6][c:7]([O:10][c:11]2[cH:12][cH:13][c:14]([CH2:17][CH2:18][CH2:19][OH:20])[cH:15][cH:16]2)[n:8][cH:9]1.[O:35]=[CH:36][N:37]([CH3:38])[CH3:39].[OH2:34].[nH:21]1[cH:22][cH:23][n:24][cH:25]1>>[N+:1](=[O:2])([O-:3])[c:4]1[cH:5][cH:6][c:7]([O:10][c:11]2[cH:12][cH:13][c:14]([CH2:17][CH2:18][CH2:19][O:20][Si:30]([C:26]([CH3:27])([CH3:28])[CH3:29])([CH3:31])[CH3:32])[cH:15][cH:16]2)[n:8][cH:9]1.